This data is from the Open Reaction Database (ORD), a public repository of structured organic reaction records. The task is: describe an organic reaction: reactants, conditions, products, and yield Reactants: CN1C(CC2=CC(=CC=C12)[N+](=O)[O-])=O (1-methyl-5-nitroindolin-2-one), Pd(C). Run in CO (MeOH). Product: NC=1C=C2CC(N(C2=CC1)C)=O (5-Amino-1-methylindolin-2-one). As a reaction SMILES: [CH3:1][N:2]1[C:10]2[C:5](=[CH:6][C:7]([N+:11]([O-])=O)=[CH:8][CH:9]=2)[CH2:4][C:3]1=[O:14]>CO>[NH2:11][C:7]1[CH:6]=[C:5]2[C:10](=[CH:9][CH:8]=1)[N:2]([CH3:1])[C:3](=[O:14])[CH2:4]2. Reported procedure: To a suspension of 1-methyl-5-nitroindolin-2-one (92 mg, 0.48 mmol) in 20 mL MeOH, was Pd(C) (9.2 mg, 10 weight %) added. The round bottom flask was capped with a rubber septum and put under a hydrogen atmosphere. After 18 h the hydrogen gas was evacuated by introducing argon to the round bottom flask. The reaction mixture was filtered through celite. The celite was washed with EtOAc (2×30 ml). The volatiles were evaporated to afford the title compound in quantitative yield.